This data is from the Open Reaction Database (ORD), a public repository of structured organic reaction records. The task is: describe an organic reaction: reactants, conditions, products, and yield Yield: 25.8%. The product is CC1(CN(CCN1CCS(=O)(=O)C)CC=1N(C2=NC(=NC(=C2N1)N1CCOCC1)N1C(=NC2=C1C=CC=C2)CC)C)C (4-(8-((3,3-dimethyl-4-(2-(methylsulfonyl)ethyl)piperazin-1-yl)methyl)-2-(2-ethyl-1H-benzo[d]imidazol-1-yl)-9-methyl-9H-purin-6-yl)morpholine). Reported procedure: To a solution of 8-chloromethyl-2-(2-ethylbenzoimidazol-1-yl)-9-methyl-6-morpholin-4-yl-9H-purine (107 mg, 0.26 mmol) and 1-(2-methanesulfonylethyl)-2,2-dimethylpiperazine (68 mg, 0.31 mmol) in DMF (3 mL) was added K2CO3 (106 mg, 0.77 mmol). The resulting mixture was allowed to stir at room temperature for 16 h. The reaction mixture was dissolved in EtOAc, washed with H2O (×4) then dried (Na2SO4) and concentrated in vacuo. The residue was purified by column chromatography (Si—PCC, MeOH:EtOAc, 0-... RXN SMILES: Cl[CH2:2][C:3]1[N:4]([CH3:29])[C:5]2[C:10]([N:11]=1)=[C:9]([N:12]1[CH2:17][CH2:16][O:15][CH2:14][CH2:13]1)[N:8]=[C:7]([N:18]1[C:22]3[CH:23]=[CH:24][CH:25]=[CH:26][C:21]=3[N:20]=[C:19]1[CH2:27][CH3:28])[N:6]=2.[CH3:30][S:31]([CH2:34][CH2:35][N:36]1[CH2:41][CH2:40][NH:39][CH2:38][C:37]1([CH3:43])[CH3:42])(=[O:33])=[O:32].C([O-])([O-])=O.[K+].[K+]>CN(C=O)C.CCOC(C)=O>[CH3:42][C:37]1([CH3:43])[N:36]([CH2:35][CH2:34][S:31]([CH3:30])(=[O:32])=[O:33])[CH2:41][CH2:40][N:39]([CH2:2][C:3]2[N:4]([CH3:29])[C:5]3[C:10]([N:11]=2)=[C:9]([N:12]2[CH2:17][CH2:16][O:15][CH2:14][CH2:13]2)[N:8]=[C:7]([N:18]2[C:22]4[CH:23]=[CH:24][CH:25]=[CH:26][C:21]=4[N:20]=[C:19]2[CH2:27][CH3:28])[N:6]=3)[CH2:38]1 |f:2.3.4|. Reactants: ClCC=1N(C2=NC(=NC(=C2N1)N1CCOCC1)N1C(=NC2=C1C=CC=C2)CC)C (8-chloromethyl-2-(2-ethylbenzoimidazol-1-yl)-9-methyl-6-morpholin-4-yl-9H-purine), CS(=O)(=O)CCN1C(CNCC1)(C)C (1-(2-methanesulfonylethyl)-2,2-dimethylpiperazine), C(=O)([O-])[O-].[K+].[K+] (K2CO3). Solvent: CCOC(=O)C (EtOAc), CN(C)C=O (DMF). Conditions: time 16 hour. Reactants: I(=O)(=O)(=O)[O-].[Na+] (sodium periodate), [BH4-].[Na+] (sodium borohydride), CC1(OC[C@H](O1)[C@@H]2[C@@H]([C@@H](C(=O)O2)O)O)C (5,6-O-isopropylidene-L-gulono-1,4-lactone), [OH-].[Na+] (sodium hydroxide). The solvent is O (water), CC(=O)C (Acetone). Run at time 2 hour. The product is CC1(OC[C@H](O1)CO)C ((R)-(+)-(2,2-Dimethyl-[1,3]dioxolan-4-yl)-methanol). The yield is 55.2%. RXN SMILES: [CH3:1][C:2]1([CH3:15])[O:6][C@H:5]([C@H:7]2[O:12]C(=O)[C@@H](O)[C@H]2O)[CH2:4][O:3]1.I([O-])(=O)(=O)=O.[Na+].[OH-].[Na+].[BH4-].[Na+]>O.CC(C)=O>[CH3:1][C:2]1([CH3:15])[O:6][C@H:5]([CH2:7][OH:12])[CH2:4][O:3]1 |f:1.2,3.4,5.6|. Procedure: To a stirring suspension of 5,6-O-isopropylidene-L-gulono-1,4-lactone (15.16 g, 69.5 mmol) in water (0.3 L) was added solid sodium periodate in small portions at 3-5° C. The pH of the mixture was adjusted to 5.5 with 1N aqueous sodium hydroxide. The suspension was stirred for 2 hrs at ambient temperature, then saturated with sodium chloride (20.0 g) and filtered. To the filtrate, at 3-5° C., was added sodium borohydride (10.5 g, 0.278 mol) in small portions. The reaction mixture was stirred for ... Starting materials: NC=1SC=C(N1)C(C(=O)OCC)=NOCCCl (Ethyl 2-(2-aminothiazol-4-yl)-2-(2-chloroethoxyimino)acetate), aqueous solution, [OH-].[Na+] (sodium hydroxide), CO (methanol). The solvent is O1CCCC1 (tetrahydrofuran). Product: NC=1SC=C(N1)C(C(=O)O)=NOCCCl (2-(2-aminothiazol-4-yl)-2-(2-chloroethoxyimino)-acetic acid). Yield: 85.3%. As a reaction SMILES: [NH2:1][C:2]1[S:3][CH:4]=[C:5]([C:7](=[N:13][O:14][CH2:15][CH2:16][Cl:17])[C:8]([O:10]CC)=[O:9])[N:6]=1.[OH-].[Na+].CO>O1CCCC1>[NH2:1][C:2]1[S:3][CH:4]=[C:5]([C:7](=[N:13][O:14][CH2:15][CH2:16][Cl:17])[C:8]([OH:10])=[O:9])[N:6]=1 |f:1.2|. Procedure: Ethyl 2-(2-aminothiazol-4-yl)-2-(2-chloroethoxyimino)acetate (syn isomer, 30.5 g.), 1N aqueous solution of sodium hydroxide (220 ml.), methanol (110 ml.) and tetrahydrofuran (140 ml.) were treated in a similar manner to that of Example F-(4) to give 2-(2-aminothiazol-4-yl)-2-(2-chloroethoxyimino)-acetic acid (syn isomer, 23.4 g.), mp 201° C. (dec.). Starting materials: [H-].[Na+] (sodium hydride), C(C)(C)C=1NC=CN1 (2-isopropylimidazole), CN(C=O)C (dimethylformamide), S(=O)(=O)(OC[C@H]1CN([C@@H]2CC3=CNC4=CC=CC([C@H]2C1)=C34)C)C3=CC=C(C)C=C3 (6-methylergolin-8β-ylmethyl tosylate). Run in CO (methanol), C(C)(C)O (isopropyl alcohol). Reaction conditions: time 30 minute. The product is C(C)(C)C=1N(C=CN1)C[C@H]1CN([C@@H]2CC3=CNC4=CC=CC([C@H]2C1)=C34)C (2-Isopropyl-1-(6-methylergolin-8β-ylmethyl)imidazole). The yield is 35.3%. As a reaction SMILES: [H-].[Na+].[CH:3]([C:6]1[NH:7][CH:8]=[CH:9][N:10]=1)([CH3:5])[CH3:4].CN(C)C=O.S(C1C=CC(C)=CC=1)(O[CH2:20][C@@H:21]1[CH2:35][C@H:34]2[C@@H:24]([CH2:25][C:26]3[C:36]4[C:29](=[CH:30][CH:31]=[CH:32][C:33]2=4)[NH:28][CH:27]=3)[N:23]([CH3:37])[CH2:22]1)(=O)=O>CO.C(O)(C)C>[CH:3]([C:6]1[N:7]([CH2:20][C@@H:21]2[CH2:35][C@H:34]3[C@@H:24]([CH2:25][C:26]4[C:36]5[C:29](=[CH:30][CH:31]=[CH:32][C:33]3=5)[NH:28][CH:27]=4)[N:23]([CH3:37])[CH2:22]2)[CH:8]=[CH:9][N:10]=1)([CH3:5])[CH3:4] |f:0.1|. Procedure: 0.9 g of 50% sodium hydride in an oil was added to a mixture of 4.0 g of 2-isopropylimidazole and 40 ml of dimethylformamide, and the mixture was stirred for 30 minutes. 2.0 g of 6-methylergolin-8β-ylmethyl tosylate was added to the mixture which was then heated on a water bath for 2 hours. The solvent was distilled off under reduced pressure, and water was added to the residue. The precipitated crystals were filtered, washed with water and purified by silica gel column chromatography (eluted wi...